Dataset: the Open Reaction Database (ORD), a public repository of structured organic reaction records. Task: describe an organic reaction: reactants, conditions, products, and yield The reactants are intermediate 3, C(C1=CC=CC=C1)OC1=C(N=C(N(C1=O)CC(=O)OC)S(=O)(=O)C)C(=O)OCC (ethyl 5-(benzyloxy)-1-(methoxycarbonylmethyl)-2-(methylsulfonyl)-6-oxo-1,6-dihydropyrimidine-4-carboxylate), solution, CN (methylamine). Solvent: O1CCCC1 (tetrahydrofuran). Reaction conditions: temperature 22 celsius, time 1 hour. The product is C(C1=CC=CC=C1)OC1=C(N=C2N(C1=O)CC(N2C)=O)C(=O)OCC (Ethyl 6-benzyloxy-1-methyl-2,5-dioxo-1,2,3,5-tetrahydroimidazo[1,2-a]pyrimidine-7-carboxylate). The yield is 83.0%. As a reaction SMILES: [CH2:1]([O:8][C:9]1[C:14](=[O:15])[N:13]([CH2:16][C:17]([O:19]C)=O)[C:12](S(C)(=O)=O)=[N:11][C:10]=1[C:25]([O:27][CH2:28][CH3:29])=[O:26])[C:2]1[CH:7]=[CH:6][CH:5]=[CH:4][CH:3]=1.[CH3:30][NH2:31]>O1CCCC1>[CH2:1]([O:8][C:9]1[C:14](=[O:15])[N:13]2[CH2:16][C:17](=[O:19])[N:31]([CH3:30])[C:12]2=[N:11][C:10]=1[C:25]([O:27][CH2:28][CH3:29])=[O:26])[C:2]1[CH:3]=[CH:4][CH:5]=[CH:6][CH:7]=1. Procedure details: A solution of intermediate 3, ethyl 5-(benzyloxy)-1-(methoxycarbonylmethyl)-2-(methylsulfonyl)-6-oxo-1,6-dihydropyrimidine-4-carboxylate, (0.790 g, 1.86 mmol) in tetrahydrofuran (10 ml) was treated with a 2 M solution of methylamine in tetrahydrofuiran (10 ml, 20.0 mmol) and the resulting mixture was stirred at 22° C. for 1 h. The solvent was then evaporated in vacuo and the residue was diluted with ethyl acetate, washed successively with saturated sodium bicarbonate, brine and dried over anhydr... Starting materials: C(CCCCCCCCCCCCCCCCC)N (octadecylamine), C1(CCCO1)=O (butyrolactone), C1(CCCO1)=O (butyrolactone). Run at temperature 150 celsius, time 2 hour. Product: OCCCC(=O)NCCCCCCCCCCCCCCCCCC (4-HYDROXY-N-OCTADECYLBUTYRAMIDE). As a reaction SMILES: [CH2:1]([NH2:19])[CH2:2][CH2:3][CH2:4][CH2:5][CH2:6][CH2:7][CH2:8][CH2:9][CH2:10][CH2:11][CH2:12][CH2:13][CH2:14][CH2:15][CH2:16][CH2:17][CH3:18].[C:20]1(=[O:25])[O:24][CH2:23][CH2:22][CH2:21]1>>[OH:25][CH2:20][CH2:21][CH2:22][C:23]([NH:19][CH2:1][CH2:2][CH2:3][CH2:4][CH2:5][CH2:6][CH2:7][CH2:8][CH2:9][CH2:10][CH2:11][CH2:12][CH2:13][CH2:14][CH2:15][CH2:16][CH2:17][CH3:18])=[O:24]. Procedure details: In a glass reaction vessel, 13.5 grams of octadecylamine were admixed with 4.3 grams of butyrolactone. The mixture was then heated to 150° C. by means of an oil bath until the reaction was complete in a period of 2 hours. A conversion of greater than 95% based on butyrolactone was achieved. Upon cooling to room temperature, the product formed a white to pale yellow, hard, waxy solid. Substantially all of the butyrolactone was reacted indicating greater than 95% conversion. Starting materials: CCO, ClC1=NC2CCCc3cccc(c32)N1, NN. Product: NNC1=NC2CCCc3cccc(c32)N1. Reaction SMILES: [CH3:17][CH2:18][OH:19].[Cl:1][C:2]1=[N:13][CH:12]2[CH2:11][CH2:10][CH2:9][c:8]3[cH:7][cH:6][cH:5][c:4]([c:14]32)[NH:3]1.[NH2:15][NH2:16]>>[C:2]1([NH:15][NH2:16])=[N:13][CH:12]2[CH2:11][CH2:10][CH2:9][c:8]3[cH:7][cH:6][cH:5][c:4]([c:14]32)[NH:3]1. Reactants: N=1OC=2CCCC3NC=4C=CC=CC4C1C23 (4,5,5a,6-tetrahydro-3H-isoxazolo[5,4,3-kl]acridine), C(C1=CC=CC=C1)Br (benzyl bromide), C(=O)([O-])[O-].[K+].[K+] (K2CO3), C(C1=CC=CC=C1)Br (benzylbromide). Solvent: CN(C)C=O (DMF). Reaction conditions: temperature 90 celsius. Product: C(C1=CC=CC=C1)N1C=2C=CC=CC2C=2C3=C(CCCC13)ON2 (6-Benzyl-4,5,5a,6-tetrahydro-3H-isoxazolo[5,4,3-kl]acridine). Reaction SMILES: [N:1]1[O:2][C:3]2[CH2:4][CH2:5][CH2:6][CH:7]3[C:16]=2[C:15]=1[C:14]1[CH:13]=[CH:12][CH:11]=[CH:10][C:9]=1[NH:8]3.C([O-])([O-])=O.[K+].[K+].[CH2:23](Br)[C:24]1[CH:29]=[CH:28][CH:27]=[CH:26][CH:25]=1>CN(C=O)C>[CH2:23]([N:8]1[CH:7]2[C:16]3=[C:3]([O:2][N:1]=[C:15]3[C:14]3[CH:13]=[CH:12][CH:11]=[CH:10][C:9]1=3)[CH2:4][CH2:5][CH2:6]2)[C:24]1[CH:29]=[CH:28][CH:27]=[CH:26][CH:25]=1 |f:1.2.3|. Procedure: In 50 ml dry DMF were combined 2.10 g 4,5,5a,6-tetrahydro-3H-isoxazolo[5,4,3-kl]acridine, 2.0 g milled anhydrous K2CO3 and 1.3 ml benzylbromide. The mechanically stirred mixture was heated under nitrogen at 90° C. for 18 hours. During the first 4 hours, 1 ml benzyl bromide was added every hour as TLC analysis indicated it was being consumed. For the work-up, the mixture was poured in excess water and extracted with DCM. The DCM layer was concentrated to an oil and the oil was purified on a silic... Reactants: CCOC(=O)CCc1ccc(Br)cc1, C1CCOC1. Yields the product OCCCc1ccc(Br)cc1. As a reaction SMILES: [Br:1][c:2]1[cH:3][cH:4][c:5]([CH2:8][CH2:9][C:10](=[O:11])[O:12][CH2:13][CH3:14])[cH:6][cH:7]1.[CH2:15]1[O:16][CH2:17][CH2:18][CH2:19]1>>[Br:1][c:2]1[cH:3][cH:4][c:5]([CH2:8][CH2:9][CH2:10][OH:11])[cH:6][cH:7]1. Starting materials: CCOC(=O)c1cc(CNC(=O)OC(C)(C)C)on1, C1COCCO1, CCO, Cl. The product is CCOC(=O)c1cc(CN)on1. As a reaction SMILES: [CH2:1]([CH3:2])[O:3][C:4](=[O:5])[c:6]1[n:7][o:8][c:9]([CH2:11][NH:12][C:13]([O:14][C:15]([CH3:16])([CH3:17])[CH3:18])=[O:19])[cH:10]1.[CH2:24]1[O:25][CH2:26][CH2:27][O:28][CH2:29]1.[CH3:21][CH2:22][OH:23].[ClH:20]>>[CH2:1]([CH3:2])[O:3][C:4](=[O:5])[c:6]1[n:7][o:8][c:9]([CH2:11][NH2:12])[cH:10]1. Starting materials: FC(C1=C(C=CC=C1)C1C(=C(NC(=C1C(=O)OCC)C)C)C(=O)OCC)(F)F (diethyl 1,4-dihydro-4-(2-trifluoromethylphenyl)-2,6-dimethyl-3,5-pyridine dicarboxylate), COC1=CC=C(C=C1)N=C(C1=CC=CC=C1)Cl (N-(4-methoxyphenyl)-benzimidoyl chloride). Product: CC=1NC=2C=C(N(C(C2C(C1C(=O)OCC)C1=C(C=CC=C1)C(F)(F)F)=O)C1=CC=C(C=C1)OC)C1=CC=CC=C1 (Ethyl 1,4,5,6-Tetrahydro-2-methyl-4-(2-trifluoromethylphenyl)-5-oxo-6-(4-methoxyphenyl)-7-phenyl-1,6-naphthyridine-3-carboxylate). RXN SMILES: [F:1][C:2]([F:28])([F:27])[C:3]1[CH:8]=[CH:7][CH:6]=[CH:5][C:4]=1[CH:9]1[C:14]([C:15]([O:17][CH2:18][CH3:19])=[O:16])=[C:13]([CH3:20])[NH:12][C:11]([CH3:21])=[C:10]1[C:22](OCC)=[O:23].[CH3:29][O:30][C:31]1[CH:36]=[CH:35][C:34]([N:37]=[C:38](Cl)[C:39]2[CH:44]=[CH:43][CH:42]=[CH:41][CH:40]=2)=[CH:33][CH:32]=1>>[CH3:20][C:13]1[NH:12][C:11]2[CH:21]=[C:38]([C:39]3[CH:44]=[CH:43][CH:42]=[CH:41][CH:40]=3)[N:37]([C:34]3[CH:33]=[CH:32][C:31]([O:30][CH3:29])=[CH:36][CH:35]=3)[C:22](=[O:23])[C:10]=2[CH:9]([C:4]2[CH:5]=[CH:6][CH:7]=[CH:8][C:3]=2[C:2]([F:28])([F:27])[F:1])[C:14]=1[C:15]([O:17][CH2:18][CH3:19])=[O:16]. Reported procedure: This product is obtained using the procedure of Example 1 from diethyl 1,4-dihydro-4-(2-trifluoromethylphenyl)-2,6-dimethyl-3,5-pyridine dicarboxylate and N-(4-methoxyphenyl)-benzimidoyl chloride (3.0 g, 22.4%).